The task is: describe an organic reaction: reactants, conditions, products, and yield. This data is from the Open Reaction Database (ORD), a public repository of structured organic reaction records. The reactants are BrCC(F)F (1-Bromo-2,2-difluoroethane), 2,2-dimethyl-propionic acid 7-(2-chloro-3,6-difluoro-phenyl)-6-oxo-5,6-dihydro-pyrido[2,3-1), ClC1=C(C(=CC=C1F)F)C1=C(C=2C(=NC=CN2)NC1=O)OC(C(C)(C)C)=O (2,2-dimethyl-propionic acid 7-(2-chloro-3,6-difluoro-phenyl)-6-oxo-5,6-dihydro-pyrido[2,3-b]pyrazin-8-yl ester), C([O-])([O-])=O.[K+].[K+] (potassium carbonate), [I-].[K+] (potassium iodide), oil, B2. Solvent: CN(C=O)C (N,N-dimethylformamide), O (water), C(C)(=O)OCC (ethyl acetate). Conditions: temperature 120 celsius. The product is ClC1=C(C(=CC=C1F)F)C1=C(C=2C(=NC=CN2)N(C1=O)CC(F)F)O (7-(2-chloro-3,6-difluoro-phenyl)-5-(2,2-difluoro-ethyl)-8-hydroxy-5H-pyrido[2,3-b]pyrazin-6-one). As a reaction SMILES: Br[CH2:2][CH:3]([F:5])[F:4].[Cl:6][C:7]1[C:12]([F:13])=[CH:11][CH:10]=[C:9]([F:14])[C:8]=1[C:15]1[C:24](=[O:25])[NH:23][C:18]2=[N:19][CH:20]=[CH:21][N:22]=[C:17]2[C:16]=1[O:26]C(=O)C(C)(C)C.C(=O)([O-])[O-].[K+].[K+].[I-].[K+]>CN(C)C=O.O.C(OCC)(=O)C>[Cl:6][C:7]1[C:12]([F:13])=[CH:11][CH:10]=[C:9]([F:14])[C:8]=1[C:15]1[C:24](=[O:25])[N:23]([CH2:2][CH:3]([F:5])[F:4])[C:18]2=[N:19][CH:20]=[CH:21][N:22]=[C:17]2[C:16]=1[OH:26] |f:2.3.4,5.6|. Procedure: 1-Bromo-2,2-difluoroethane (0.754 g) was added to a mixture of 2,2-dimethyl-propionic acid 7-(2-chloro-3,6-difluoro-phenyl)-6-oxo-5,6-dihydro-pyrido[2,3-1)]pyrazin-8-yl ester (Example 1.3) (1.00 g), potassium carbonate (1.76 g) and potassium iodide (catalytic amount) in anhydrous N,N-dimethylformamide (15 ml). The reaction mixture was heated in a microwave for 20 minutes at 120° C. The reaction mixture was allowed to cool to ambient temperature before diluting with water and ethyl acetate. The p... Reactants: O (water), CC1=C(C=C(C=C1)O)SCCC (4-Methyl-3-(n-propylthio)phenol), [OH-].[K+] (potassium hydroxide), BrCSC1=CC=CC=C1 (4-Bromomethylthiobenzene), Cu. Solvent: CN(C(C)=O)C (N,N-dimethylacetamide). Run at time 14 hour. The product is CSC1=CC=C(C=C1)OC1=CC(=C(C=C1)C)SCCC (4-Methyl-3-n-propylthiophenyl 4-methylthiophenyl ether). As a reaction SMILES: [CH3:1][C:2]1[CH:7]=[CH:6][C:5]([OH:8])=[CH:4][C:3]=1[S:9][CH2:10][CH2:11][CH3:12].[OH-].[K+].Br[CH2:16][S:17][C:18]1[CH:23]=[CH:22][CH:21]=[CH:20][CH:19]=1.O>CN(C)C(=O)C>[CH3:16][S:17][C:18]1[CH:23]=[CH:22][C:21]([O:8][C:5]2[CH:6]=[CH:7][C:2]([CH3:1])=[C:3]([S:9][CH2:10][CH2:11][CH3:12])[CH:4]=2)=[CH:20][CH:19]=1 |f:1.2|. Procedure: 4-Methyl-3-(n-propylthio)phenol (4.0 g, 0.02 mole) and 85.5 % potassium hydroxide (1.4 g, 0.02 mole) were dissolved in N,N-dimethylacetamide (40 ml) above 90° C. 4-Bromomethylthiobenzene (4.0 g, 0.02 mole) and Cu powder (0.5 g, 0.008 mole) were added to this solution below 90° C and the mixture was stirred at 120° - 160° C for 14 hr. After cooling, the reaction mixture was poured into water (100 ml) and extracted twice with benzene. The combined organic layers were washed with 5 % sodium hydroxi... Starting materials: [Li+].[OH-] (LiOH), C/C(/C(=O)OCC)=C\CCCCCCC\C=C/C\C=C/C\C=C/CC (Ethyl (2E,11Z,14Z,17Z)-2-methyl-eicosa-2,11,14,17-tetraenoate), Cl (hydrochloric acid). Solvent: O (water), CO (methanol). Conditions: temperature 50 celsius. Product: C/C(/C(=O)O)=C\CCCCCCC\C=C/C\C=C/C\C=C/CC ((2E,11Z,14Z,17Z)-2-methyl-eicosa-2,11,14,17-tetraenoic acid). Reaction SMILES: [CH3:1]/[C:2](=[CH:8]\[CH2:9][CH2:10][CH2:11][CH2:12][CH2:13][CH2:14][CH2:15]/[CH:16]=[CH:17]\[CH2:18]/[CH:19]=[CH:20]\[CH2:21]/[CH:22]=[CH:23]\[CH2:24][CH3:25])/[C:3]([O:5]CC)=[O:4].[Li+].[OH-].Cl>CO.O>[CH3:1]/[C:2](=[CH:8]\[CH2:9][CH2:10][CH2:11][CH2:12][CH2:13][CH2:14][CH2:15]/[CH:16]=[CH:17]\[CH2:18]/[CH:19]=[CH:20]\[CH2:21]/[CH:22]=[CH:23]\[CH2:24][CH3:25])/[C:3]([OH:5])=[O:4] |f:1.2|. Procedure: Ethyl (2E,11Z,14Z,17Z)-2-methyl-eicosa-2,11,14,17-tetraenoate (6) (160 mg, 0.46 mmol) was dissolved in methanol (3 ml) and added LiOH (193 mg, 4.6 mmol) in water (3 ml) and the mixture was heated at 50° C. for 2 hrs. The mixture was cooled, and diluted hydrochloric acid was added to pH 2. Extraction with diethylether, drying (MgSO4) and evaporation of solvents under reduced pressure afforded the acid 7. The acid was purified by flash chromatography on silica gel (8:2 hexane-EtOAc); δH(300 MHz) 0... Starting materials: Cl.CC1=NN2C(C=CC=C2)=C1C(N)=S (2-methylpyrazolo[1,5-a]pyridine-3-carbothioamide hydrochloride), ClC(C(=O)OCC)C(=O)C1CCCCC1 (ethyl 2-chloro-3-cyclohexyl-3-oxopropanoate), Example 11-B ( vi ). The solvent is CC(C)O (2-propanol). The product is C1(CCCCC1)C=1N=C(SC1C(=O)OCC)C=1C(=NN2C1C=CC=C2)C (ethyl 4-cyclohexyl-2-(2-methylpyrazolo[1,5-a]pyridin-3-yl)-1,3-thiazole-5-carboxylate). Yield: 94.7%. Reaction SMILES: Cl.[CH3:2][C:3]1[C:11]([C:12](=[S:14])[NH2:13])=[C:6]2[CH:7]=[CH:8][CH:9]=[CH:10][N:5]2[N:4]=1.Cl[CH:16]([C:22]([CH:24]1[CH2:29][CH2:28][CH2:27][CH2:26][CH2:25]1)=O)[C:17]([O:19][CH2:20][CH3:21])=[O:18]>CC(O)C>[CH:24]1([C:22]2[N:13]=[C:12]([C:11]3[C:3]([CH3:2])=[N:4][N:5]4[CH:10]=[CH:9][CH:8]=[CH:7][C:6]=34)[S:14][C:16]=2[C:17]([O:19][CH2:20][CH3:21])=[O:18])[CH2:29][CH2:28][CH2:27][CH2:26][CH2:25]1 |f:0.1|. Procedure: Using 2-methylpyrazolo[1,5-a]pyridine-3-carbothioamide hydrochloride (300 mg, 1.3 mmol) produced in Example 11(v), ethyl 2-chloro-3-cyclohexyl-3-oxopropanoate (870 mg, 3.7 mmol) produced in the above and 2-propanol (50 mL) as starting materials and in the same manner as in Example 11-B (vi), the title compound (455 mg, 74%) was obtained as a yellow solid. The reactants are CC1=NN=C(C=2C=C3C=CC=CN3C21)NCCCN(CC)CC (4-(Methyl)-N,N-diethyl-N'-[pyridazino[4,5-b]indolizin-1-yl]-1,3-propanediamine), C(C)(=O)O (acetic acid), CO (methanol), CO (methanol). Reagents/catalysts: [Pd] (Pd on charcoal). Run in C(Cl)Cl (methylene chloride). Yields the product C(C)N(CCCNC1=NN=C(C2=C1C=C1CCCCN21)C)CC (N,N-Diethyl-N'-[6,7,8,9-tetrahydro-4-(methyl)-pyridazino[4,5-b]indolizin-1-yl]-1.3-propanediamine). Reaction SMILES: [CH3:1][C:2]1[C:14]2[N:13]3[C:8]([CH:9]=[CH:10][CH:11]=[CH:12]3)=[CH:7][C:6]=2[C:5]([NH:15][CH2:16][CH2:17][CH2:18][N:19]([CH2:22][CH3:23])[CH2:20][CH3:21])=[N:4][N:3]=1.C(O)(=O)C.CO>C(Cl)Cl.[Pd]>[CH2:22]([N:19]([CH2:20][CH3:21])[CH2:18][CH2:17][CH2:16][NH:15][C:5]1[C:6]2[CH:7]=[C:8]3[N:13]([C:14]=2[C:2]([CH3:1])=[N:3][N:4]=1)[CH2:12][CH2:11][CH2:10][CH2:9]3)[CH3:23]. Reported procedure: 4-(Methyl)-N,N-diethyl-N'-[pyridazino[4,5-b]indolizin-1-yl]-1,3-propanediamine (2.75 g, 8.83 mmoL) was hydrogenated in a Parr appartus with 10% Pd on charcoal (0.54 g) in a 1:1 mixture of acetic acid and methanol at 55 psi and room temperature. Filtration through Solka Floc to remove the catalyst and evaporation of the filtrate gave a crude product which was passed through a pad of alumina eluting with 5% methanol in methylene chloride to give the free base of the title product in quantitative y... Starting materials: Br.COC=1C=C(C=CC1)C12CCCC(N(C1)C)C2 (1-(3-methoxyphenyl)-6-methyl-6-azabicyclo[3,2,1]octane hydrobromide), Br (hydrobromic acid). The product is OC=1C=C(C=CC1)C12CCCC(N(C1)C)C2 (1-(3-hydroxyphenyl)-6-methyl-6-azabicyclo[3,2,1]octane). The yield is 88.0%. As a reaction SMILES: Br.C[O:3][C:4]1[CH:5]=[C:6]([C:10]23[CH2:18][CH:14]([N:15]([CH3:17])[CH2:16]2)[CH2:13][CH2:12][CH2:11]3)[CH:7]=[CH:8][CH:9]=1.Br>>[OH:3][C:4]1[CH:5]=[C:6]([C:10]23[CH2:18][CH:14]([N:15]([CH3:17])[CH2:16]2)[CH2:13][CH2:12][CH2:11]3)[CH:7]=[CH:8][CH:9]=1 |f:0.1|. Procedure details: A mixture of 0.4 g of 1-(3-methoxyphenyl)-6-methyl-6-azabicyclo[3,2,1]octane hydrobromide and 4 ml of aqueous 48% hydrobromic acid is refluxed for 1.5 hours. After the reaction, the mixture is concentrated under reduced pressure. Aqueous ammonia is added to the residue, and the aqueous mixture is extracted with chloroform. The chloroform extract is washed with water, dried and then evaporated to remove solvent. The residue thus obtained is recrystallized from ethylacetate. 0.245 g of 1-(3-hydrox...